describe an organic reaction: reactants, conditions, products, and yield From a dataset of the Open Reaction Database (ORD), a public repository of structured organic reaction records. Starting materials: Oc1c(F)cc(Br)cc1F, CCCCCCC(C)O, CC(C)OC(=O)N=NC(=O)OC(C)C, C1CCOC1, c1ccc(P(c2ccccc2)c2ccccc2)cc1. The product is CCCCCCC(C)Oc1c(F)cc(Br)cc1F. RXN SMILES: [Br:1][c:2]1[cH:3][c:4]([F:10])[c:5]([OH:9])[c:6]([F:8])[cH:7]1.[CH3:11][CH:12]([CH2:13][CH2:14][CH2:15][CH2:16][CH2:17][CH3:18])[OH:19].[O:39]=[C:40]([O:41][CH:42]([CH3:43])[CH3:44])[N:45]=[N:46][C:47]([O:48][CH:49]([CH3:50])[CH3:51])=[O:52].[O:53]1[CH2:54][CH2:55][CH2:56][CH2:57]1.[c:20]1([P:21]([c:22]2[cH:23][cH:24][cH:25][cH:26][cH:27]2)[c:28]2[cH:29][cH:30][cH:31][cH:32][cH:33]2)[cH:34][cH:35][cH:36][cH:37][cH:38]1>>[Br:1][c:2]1[cH:3][c:4]([F:10])[c:5]([O:9][CH:12]([CH3:11])[CH2:13][CH2:14][CH2:15][CH2:16][CH2:17][CH3:18])[c:6]([F:8])[cH:7]1. Starting materials: C(C)(=O)NC(C(=O)OCC)C(=O)OCC (diethyl acetamidomalonate), resultant mixture, [H-].[Na+] (sodium hydride), ice water, C1(=CC=CC=C1)CCBr (2-Phenylethyl bromide). Solvent: CN(C=O)C (dimethylforamide), CN(C=O)C (dimethylformamide). Run at time 30 minute. The product is C(C)(=O)NC(C(=O)OCC)(C(=O)OCC)CCC1=CC=CC=C1 (diethyl 2-acetamido-2-(2-phenylethyl)malonate). Reaction SMILES: [H-].[Na+].[C:3]([NH:6][CH:7]([C:13]([O:15][CH2:16][CH3:17])=[O:14])[C:8]([O:10][CH2:11][CH3:12])=[O:9])(=[O:5])[CH3:4].[C:18]1([CH2:24][CH2:25]Br)[CH:23]=[CH:22][CH:21]=[CH:20][CH:19]=1>CN(C)C=O>[C:3]([NH:6][C:7]([CH2:25][CH2:24][C:18]1[CH:23]=[CH:22][CH:21]=[CH:20][CH:19]=1)([C:13]([O:15][CH2:16][CH3:17])=[O:14])[C:8]([O:10][CH2:11][CH3:12])=[O:9])(=[O:5])[CH3:4] |f:0.1|. Reported procedure: To a suspension of sodium hydride (50.6 g) in dimethylformamide (1500 ml) was dropwise added a solution of diethyl acetamidomalonate (250 g) in dimethylforamide (200 ml) under ice-cooling, and the mixture was stirred at room temperature for 30 minutes. 2-Phenylethyl bromide (156 ml) was dropwise added thereto and the resultant mixture was stirred for 7 hours at room temperature. The reaction mixture was poured into ice water (1500 ml) and extracted with ethyl acetate. The ethyl acetate layer was... The reactants are C1=CC(=CC=C1[C@H](CN)O)O (DL-octopamine), C(N)(=O)C1=CC=C(OCC(C)=O)C=C1 (4-carbamoylphenoxy acetone). The reagents and catalysts are [Pt]=O (platinum oxide). Solvent: C(C)O (ethanol). The product is O.C(N)(=O)C1=CC=C(OCC(C)NCC(O)C2=CC=C(C=C2)O)C=C1.C(N)(=O)C1=CC=C(OCC(C)NCC(O)C2=CC=C(C=C2)O)C=C1 (2-[2-(4-carbamoyl-phenoxy)-1-methylethylamino]-1-(4-hydroxyphenyl)ethanol hemihydrate). Isolated yield 29.4%. As a reaction SMILES: [CH:1]1[C:6]([C@@H:7]([OH:10])[CH2:8][NH2:9])=[CH:5][CH:4]=[C:3]([OH:11])[CH:2]=1.[C:12]([C:15]1[CH:25]=[CH:24][C:18]([O:19][CH2:20][C:21](=O)[CH3:22])=[CH:17][CH:16]=1)(=[O:14])[NH2:13]>[Pt]=O.C(O)C>[OH2:10].[C:12]([C:15]1[CH:25]=[CH:24][C:18]([O:19][CH2:20][CH:21]([NH:9][CH2:8][CH:7]([C:6]2[CH:5]=[CH:4][C:3]([OH:11])=[CH:2][CH:1]=2)[OH:10])[CH3:22])=[CH:17][CH:16]=1)(=[O:14])[NH2:13].[C:12]([C:15]1[CH:25]=[CH:24][C:18]([O:19][CH2:20][CH:21]([NH:9][CH2:8][CH:7]([C:6]2[CH:5]=[CH:4][C:3]([OH:11])=[CH:2][CH:1]=2)[OH:10])[CH3:22])=[CH:17][CH:16]=1)(=[O:14])[NH2:13] |f:4.5.6|. Procedure details: A mixture of DL-octopamine (4.6 g.), 4-carbamoylphenoxy acetone (5.8 g.) and ethanol (150 ml.) was boiled under reflux for 8 hours in the presence of molecular sieves, then hydrogenated over platinum oxide at 50 p.s.i. and 50°C. Filtration and evaporation in vacuo of the filtrate gave a viscous oil which was triturated with ether to provide a semi-solid material. This material was then triturated with ethanol and the residual white solid crystallized from aqueous dimethylformamide to afford DL-2...